This data is from the Open Reaction Database (ORD), a public repository of structured organic reaction records. The task is: describe an organic reaction: reactants, conditions, products, and yield Reactants: BrBr (Br2), COC(=O)C=1OC(=CC1)C(CBr)=O (5-(2-bromo-acetyl)-furan-2-carboxylic acid methyl ester). The solvent is CC(=O)O (AcOH). The product is COC(=O)C=1OC(=CC1)C(C)=O (5-acetyl-furan-2-carboxylic acid methyl ester). Reaction SMILES: BrBr.[CH3:3][O:4][C:5]([C:7]1[O:8][C:9]([C:12](=[O:15])[CH2:13]Br)=[CH:10][CH:11]=1)=[O:6]>CC(O)=O>[CH3:3][O:4][C:5]([C:7]1[O:8][C:9]([C:12](=[O:15])[CH3:13])=[CH:10][CH:11]=1)=[O:6]. Procedure details: Bromination of 5-acetyl-furan-2-carboxylic acid methyl ester (0.27 g, 1.61 mmol) with Br2 (0.082 mL) in AcOH (6 mL) at room temperature gave 5-(2-bromo-acetyl)-furan-2-carboxylic acid methyl ester; MS: 246.1 (M+H+). Starting materials: II (iodine), [Mg] (magnesium), C(C1=CC=CC=C1)N1CC(CCC1)=O (N-benzyl-3-piperidone), ice water, BrC=1C=C(C=CC1)C(F)(F)F (m-bromotrifluoromethylbenzene). Solvent: C(C)OCC (ethyl ether), CCOCC (ether), CCOCC (ether). Reaction conditions: time 2 hour. The product is C(C1=CC=CC=C1)N1CC(CCC1)(C1=CC(=CC=C1)C(F)(F)F)O (N-Benzyl-3-hydroxy-3-(m-trifluoromethylphenyl)-piperidine). RXN SMILES: [Mg].II.Br[C:5]1[CH:6]=[C:7]([C:11]([F:14])([F:13])[F:12])[CH:8]=[CH:9][CH:10]=1.[CH2:15]([N:22]1[CH2:27][CH2:26][CH2:25][C:24](=[O:28])[CH2:23]1)[C:16]1[CH:21]=[CH:20][CH:19]=[CH:18][CH:17]=1>CCOCC>[CH2:15]([N:22]1[CH2:27][CH2:26][CH2:25][C:24]([OH:28])([C:5]2[CH:10]=[CH:9][CH:8]=[C:7]([C:11]([F:14])([F:13])[F:12])[CH:6]=2)[CH2:23]1)[C:16]1[CH:17]=[CH:18][CH:19]=[CH:20][CH:21]=1. Procedure details: Under anhydrous conditions, to a mixture of 11 g. of magnesium in 15 ml. of ethyl ether an iodine crystal is added followed by the addition of a solution of 100 g. of m-bromotrifluoromethylbenzene in 300 ml. of ether over a two hour period. The resulting mixture is stirred for two hours at ambient temperature then cooled to 5° C. A solution of 70 g. of N-benzyl-3-piperidone in 300 ml. of ether is added at this temperature over one hour. After stirring for 15 minutes at 5° C. and one hour at 20°-... The reactants are ClC1=C(C=CC=2C(C3=CC=CC=C3OC12)=O)O (4-chloro-3-hydroxy-9-oxo-9H-xanthene), C([O-])([O-])=O (carbonate), BrCC(=O)OCC (ethyl bromoacetate), CN(C)C=O (DMF). Run in O (water). Reaction conditions: time 3 hour. The product is ClC1=C(C=CC=2C(C3=CC=CC=C3OC12)=O)OCC(=O)OCC (ethyl 4-chloro-9-oxo-9H-xanthene-3-yloxyacetate). Isolated yield 67.9%. Reaction SMILES: [Cl:1][C:2]1[C:15]2[O:14][C:13]3[C:8](=[CH:9][CH:10]=[CH:11][CH:12]=3)[C:7](=[O:16])[C:6]=2[CH:5]=[CH:4][C:3]=1[OH:17].C(=O)([O-])[O-].Br[CH2:23][C:24]([O:26][CH2:27][CH3:28])=[O:25].CN(C=O)C>O>[Cl:1][C:2]1[C:15]2[O:14][C:13]3[C:8](=[CH:9][CH:10]=[CH:11][CH:12]=3)[C:7](=[O:16])[C:6]=2[CH:5]=[CH:4][C:3]=1[O:17][CH2:23][C:24]([O:26][CH2:27][CH3:28])=[O:25]. Procedure: A mixture of 1.2 g of 4-chloro-3-hydroxy-9-oxo-9H-xanthene, 1.7 g of postassium carbonate, 2.1 g of ethyl bromoacetate and 30 ml of DMF was stirred at 60°-70° C. for 3 hours. After cooling the mixture, water was added and the resulting crystal was recovered by filtration, washed with water and dried. Recrystallization from ethanol gave 1.1 g of ethyl 4-chloro-9-oxo-9H-xanthene-3-yloxyacetate. m.p. 183°-185° C. Starting materials: Br.BrCC1=NC=CC=C1 (2-(bromomethyl)pyridine hydrobromide), CC1=NOC2=C1C=C1C(=C2)OCC12C(NC1=CC=CC=C21)=O (3-methylspiro[furo[3,2-f][1,2]benzisoxazole-5,3′-indol]-2′(1′H)-one), BrCC=1OC(=CC1)C(F)(F)F (2-(bromomethyl)-5-(trifluoromethyl)furan), COC1=CC2=C(C=C1C#N)C1(C(NC3=CC=CC=C13)=O)CO2 (6-methoxy-2′-oxo-1′,2′-dihydrospiro[1-benzofuran-3,3′-indole]-5-carbonitrile). Product: COC1=CC2=C(C=C1C#N)C1(C(N(C3=CC=CC=C13)CC1=NC=CC=C1)=O)CO2 (6-methoxy-2′-oxo-1′-(pyridin-2-ylmethyl)-1′,2′-dihydrospiro[1-benzofuran-3,3′-indole]-5-carbonitrile). Reaction SMILES: Br.Br[CH2:3][C:4]1[CH:9]=[CH:8][CH:7]=[CH:6][N:5]=1.BrCC1OC(C(F)(F)F)=CC=1.[CH3:21][O:22][C:23]1[C:28]([C:29]#[N:30])=[CH:27][C:26]2[C:31]3([CH2:41][O:42][C:25]=2[CH:24]=1)[C:39]1[C:34](=[CH:35][CH:36]=[CH:37][CH:38]=1)[NH:33][C:32]3=[O:40].CC1C2C=C3C4(C5C(=CC=CC=5)NC4=O)COC3=CC=2ON=1>>[CH3:21][O:22][C:23]1[C:28]([C:29]#[N:30])=[CH:27][C:26]2[C:31]3([CH2:41][O:42][C:25]=2[CH:24]=1)[C:39]1[C:34](=[CH:35][CH:36]=[CH:37][CH:38]=1)[N:33]([CH2:3][C:4]1[CH:9]=[CH:8][CH:7]=[CH:6][N:5]=1)[C:32]3=[O:40] |f:0.1|. Procedure: Following the procedure as described in EXAMPLE 9 and making non-critical variations using 2-(bromomethyl)pyridine hydrobromide to replace 2-(bromomethyl)-5-(trifluoromethyl)furan, and 6-methoxy-2′-oxo-1′,2′-dihydrospiro[1-benzofuran-3,3′-indole]-5-carbonitrile to replace 3-methylspiro[furo[3,2-f][1,2]benzisoxazole-5,3′-indol]-2′(1′H)-one, 6-methoxy-2′-oxo-1′-(pyridin-2-ylmethyl)-1′,2′-dihydrospiro[1-benzofuran-3,3′-indole]-5-carbonitrile was obtained (80%): mp 187-189° C. (ethyl acetate/hexanes... The reactants are CC(C)N1CCNCC1, Nc1cc(F)c(F)cc1[N+](=O)[O-], O. Yields the product CC(C)N1CCN(c2cc(N)c([N+](=O)[O-])cc2F)CC1. As a reaction SMILES: [CH:13]([CH3:14])([CH3:15])[N:16]1[CH2:17][CH2:18][NH:19][CH2:20][CH2:21]1.[F:1][c:2]1[cH:3][c:4]([N+:10](=[O:11])[O-:12])[c:5]([NH2:9])[cH:6][c:7]1[F:8].[OH2:22]>>[F:1][c:2]1[cH:3][c:4]([N+:10](=[O:11])[O-:12])[c:5]([NH2:9])[cH:6][c:7]1[N:19]1[CH2:18][CH2:17][N:16]([CH:13]([CH3:14])[CH3:15])[CH2:21][CH2:20]1. The reactants are ClC=1C=C(C=C(C1)Cl)S(=O)(=O)N1[C@H](C(=O)O)CCC1 (N-(3,5-diChlorobenzenesulfonyl)-Proline), methyl ester, [Li+].[OH-] (LiOH), CO (methanol). Product: COC([C@H]1N(CCC1)S(=O)(=O)C1=CC(=CC(=C1)Cl)Cl)=O (N-(3,5-diChlorobenzenesulfonyl)-Proline Methyl Ester). Isolated yield 90.0%. As a reaction SMILES: [Cl:1][C:2]1[CH:3]=[C:4]([S:9]([N:12]2[CH2:19][CH2:18][CH2:17][C@H:13]2[C:14]([OH:16])=[O:15])(=[O:11])=[O:10])[CH:5]=[C:6]([Cl:8])[CH:7]=1.[Li+].[OH-].[CH3:22]O>>[CH3:22][O:15][C:14](=[O:16])[C@@H:13]1[CH2:17][CH2:18][CH2:19][N:12]1[S:9]([C:4]1[CH:5]=[C:6]([Cl:8])[CH:7]=[C:2]([Cl:1])[CH:3]=1)(=[O:10])=[O:11] |f:1.2|. Procedure: To a solution of 24.8 g (0.15 mol) of L-Proline methyl ester hydrochloride in 500 mL of CH2Cl2 was added 70 mL (0.5 mol) of triethylamine with stirring to give copious white precipitate. The mixture was filtered, and the filtrate cooled to 0° C. (ice bath) with stirring. To the cooled solution was added a solution of 36.8 g (0.15 mol) of 3,5-dichlorobenzenesulfonyl chloride in 70 mL of CH2Cl2 dropwise quickly over five minutes. The addition funnel was rinsed with an additional 30 mL of CH2Cl2, a... Starting materials: OC1=CC=C(C=C1)C1=CC=C(C=C1)C=O (4′-hydroxy[1,1′-biphenyl]-4-carbaldehyde), Cl.NO (hydroxylamine hydrochloride). Yields the product OC1=CC=C(C=C1)C1=CC=C(C=C1)C=NO (4′-Hydroxy[1,1′-biphenyl]-4-carbaldehyde oxime). As a reaction SMILES: [OH:1][C:2]1[CH:7]=[CH:6][C:5]([C:8]2[CH:13]=[CH:12][C:11]([CH:14]=O)=[CH:10][CH:9]=2)=[CH:4][CH:3]=1.Cl.[NH2:17][OH:18]>>[OH:1][C:2]1[CH:7]=[CH:6][C:5]([C:8]2[CH:13]=[CH:12][C:11]([CH:14]=[N:17][OH:18])=[CH:10][CH:9]=2)=[CH:4][CH:3]=1 |f:1.2|. Procedure details: The title compound was prepared by reacting 4′-hydroxy[1,1′-biphenyl]-4-carbaldehyde (1.03 mmol) with hydroxylamine hydrochloride (140 mg, 2 mmol) according to Method C to yield 193 mg (79%, over two steps) of yellowish solid: mp 207-210° C.; 1H NMR (DMSO-d6): δ 6.85 (2H, d, J=8.37 Hz), 7.53 (2H, d, J=8.39 Hz), 7.62 (4H, s), 8.15 (1H, s), 9.62 (1H, s), 11.21 (1H, s); MS (ESI) m/z 212 (M−H)−. Reactants: CC(=O)C1C(=O)CCC1=O, C1COCCN1, CCO, O=Cc1ccc(Cl)c(Cl)c1, Cl, O. Yields the product O=C(C=Cc1ccc(Cl)c(Cl)c1)C1C(=O)CCC1=O. As a reaction SMILES: [C:1]([CH3:2])(=[O:3])[CH:4]1[C:5](=[O:10])[CH2:6][CH2:7][C:8]1=[O:9].[CH2:21]1[NH:22][CH2:23][CH2:24][O:25][CH2:26]1.[CH3:29][CH2:30][OH:31].[Cl:11][c:12]1[cH:13][c:14]([CH:15]=[O:16])[cH:17][cH:18][c:19]1[Cl:20].[ClH:27].[OH2:28]>>[C:1]([CH:2]=[CH:15][c:14]1[cH:13][c:12]([Cl:11])[c:19]([Cl:20])[cH:18][cH:17]1)(=[O:3])[CH:4]1[C:5](=[O:10])[CH2:6][CH2:7][C:8]1=[O:9]. Reactants: CC(C)(C)OC(=O)N1C(NCC2CCCCC2)=NC(c2ccccc2)C1c1ccccc1, CCOC(C)=O, Cl. Yields the product Cl, c1ccc(C2N=C(NCC3CCCCC3)NC2c2ccccc2)cc1. As a reaction SMILES: [C:2]([O:3][C:4](=[O:5])[N:9]1[C:10]([NH:26][CH2:27][CH:28]2[CH2:29][CH2:30][CH2:31][CH2:32][CH2:33]2)=[N:11][CH:12]([c:20]2[cH:21][cH:22][cH:23][cH:24][cH:25]2)[CH:13]1[c:14]1[cH:15][cH:16][cH:17][cH:18][cH:19]1)([CH3:6])([CH3:7])[CH3:8].[CH3:34][CH2:35][O:36][C:37]([CH3:38])=[O:39].[ClH:1]>>[ClH:1].[N:9]1=[C:10]([NH:26][CH2:27][CH:28]2[CH2:29][CH2:30][CH2:31][CH2:32][CH2:33]2)[NH:11][CH:12]([c:20]2[cH:21][cH:22][cH:23][cH:24][cH:25]2)[CH:13]1[c:14]1[cH:15][cH:16][cH:17][cH:18][cH:19]1.